Dataset: the Open Reaction Database (ORD), a public repository of structured organic reaction records. Task: describe an organic reaction: reactants, conditions, products, and yield Reactants: ClC1=NC(=CC(=N1)C)C (2-Chloro-4,6-dimethyl-pyrimidine), NC=1C=C(C=CC1)B(O)O (3-aminobenzene boronic acid), C(=O)([O-])[O-].[Na+].[Na+] (Na2CO3). The reagents and catalysts are Cl[Pd]([P](C1=CC=CC=C1)(C2=CC=CC=C2)C3=CC=CC=C3)([P](C4=CC=CC=C4)(C5=CC=CC=C5)C6=CC=CC=C6)Cl (Pd(PPh3)2Cl2). Run in CC#N.O (CH3CN H2O). Reaction conditions: temperature 150 celsius. Product: CC1=NC(=NC(=C1)C)C=1C=C(C=CC1)N (3-(4,6-Dimethyl-pyrimidin-2-yl)-phenylamine). RXN SMILES: Cl[C:2]1[N:7]=[C:6]([CH3:8])[CH:5]=[C:4]([CH3:9])[N:3]=1.[NH2:10][C:11]1[CH:12]=[C:13](B(O)O)[CH:14]=[CH:15][CH:16]=1.C([O-])([O-])=O.[Na+].[Na+]>Cl[Pd](Cl)([P](C1C=CC=CC=1)(C1C=CC=CC=1)C1C=CC=CC=1)[P](C1C=CC=CC=1)(C1C=CC=CC=1)C1C=CC=CC=1.CC#N.O>[CH3:9][C:4]1[CH:5]=[C:6]([CH3:8])[N:7]=[C:2]([C:15]2[CH:16]=[C:11]([NH2:10])[CH:12]=[CH:13][CH:14]=2)[N:3]=1 |f:2.3.4,6.7,^1:28,47|. Reported procedure: A mixture of 2-Chloro-4,6-dimethyl-pyrimidine (92 mg, 0.645 mmol, 1 eq.), 3-aminobenzene boronic acid (100 mg, 0.645 mmol, 1 eq.), Na2CO3 (137 mg, 1.29 mmol, 2 eq.), and Pd(PPh3)2Cl2 (23 mg, 0.032 mmol. 5 mol %) in a 1:1 v/v mixture of CH3CN/H2O (2.6 mL) is purged with N2 for 5 minutes and then heated in a microwave at 150° C. for 5 minutes. After cooling to room temperature, the reaction is diluted with EtOAc and sequentially washed with saturated aqueous NaHCO3 and saturated aqueous NaCl. The ...